This data is from the Open Reaction Database (ORD), a public repository of structured organic reaction records. The task is: describe an organic reaction: reactants, conditions, products, and yield Reaction SMILES: [C:1](=[O:2])([O-:3])[O-:4].[CH2:30]([CH3:31])[I:32].[CH:12]1([CH2:15][O:16][c:17]2[cH:18][cH:19][c:20]([F:29])[c:21]3[c:22](=[O:28])[c:23]([I:27])[cH:24][nH:25][c:26]23)[CH2:13][CH2:14]1.[K+:5].[K+:6].[O:7]=[CH:8][N:9]([CH3:10])[CH3:11].[OH2:33]>>[CH:12]1([CH2:15][O:16][c:17]2[cH:18][cH:19][c:20]([F:29])[c:21]3[c:22](=[O:28])[c:23]([I:27])[cH:24][n:25]([CH2:30][CH3:31])[c:26]23)[CH2:13][CH2:14]1. Starting materials: O=C([O-])[O-], CCI, O=c1c(I)c[nH]c2c(OCC3CC3)ccc(F)c12, [K+], [K+], CN(C)C=O, O. The product is CCn1cc(I)c(=O)c2c(F)ccc(OCC3CC3)c21. The reactants are BrCCCCOC1=CC=C(C=C1)C1=CC=C(C(=O)OC)C=C1 (methyl 4-[4-(4-bromobutoxy)phenyl]benzoate), C[O-].[Na+] (sodium methoxide), S(O)(O)(=O)=O (sulfuric acid), Cl (hydrochloric acid). The solvent is O (water), CO (methanol), CO (methanol), CO (methanol). Run at time 5 hour. Yields the product COCCCCOC1=CC=C(C=C1)C1=CC=C(C(=O)OC)C=C1 (methyl 4-[4-(4-methoxybutoxy)phenyl]benzoate). As a reaction SMILES: Br[CH2:2][CH2:3][CH2:4][CH2:5][O:6][C:7]1[CH:12]=[CH:11][C:10]([C:13]2[CH:22]=[CH:21][C:16]([C:17]([O:19][CH3:20])=[O:18])=[CH:15][CH:14]=2)=[CH:9][CH:8]=1.[CH3:23][O-:24].[Na+].Cl.S(=O)(=O)(O)O>CO.O>[CH3:23][O:24][CH2:2][CH2:3][CH2:4][CH2:5][O:6][C:7]1[CH:12]=[CH:11][C:10]([C:13]2[CH:22]=[CH:21][C:16]([C:17]([O:19][CH3:20])=[O:18])=[CH:15][CH:14]=2)=[CH:9][CH:8]=1 |f:1.2|. Procedure: A solution of methyl 4-[4-(4-bromobutoxy)phenyl]benzoate (1.40 g) in methanol (14 ml) was treated with 28% sodium methoxide in methanol (14 ml) and the solution was reluxed for 5 hours. After cooling to room temperature, the reaction mixture was poured into cold 1N-hydrochloric acid (110 ml) and the resulting precipitate was collected by filtration, washed thoroughly with water and dried to give a white solid. To a mixture of this solid in methanol (20 ml) was added concentrated sulfuric acid (0... The reactants are C(C1=CC=CC=C1)(=O)O[C@@H]1[C@H](O[C@H]([C@@H]1OC(C1=CC=CC=C1)=O)COC(C1=CC=CC=C1)=O)N1C(=O)N=C(NC(C)=O)C=C1 (1-(2,3,5-Tri-O-benzoyl-β-L-ribofuranosyl)-N4 -acetylcytosine). Solvent: N.CO (NH3 MeOH). Yields the product [C@H]1([C@@H](O)[C@@H](O)[C@@H](O1)CO)N1C(=O)N=C(N)C=C1 (1-β-L-Ribofuranosylcytosine). Isolated yield 52.1%. Reaction SMILES: C([O:9][C@H:10]1[C@@H:14]([O:15]C(=O)C2C=CC=CC=2)[C@H:13]([CH2:24][O:25]C(=O)C2C=CC=CC=2)[O:12][C@@H:11]1[N:34]1[CH:44]=[CH:43][C:38]([NH:39]C(=O)C)=[N:37][C:35]1=[O:36])(=O)C1C=CC=CC=1>N.CO>[C@H:11]1([N:34]2[CH:44]=[CH:43][C:38]([NH2:39])=[N:37][C:35]2=[O:36])[O:12][C@@H:13]([CH2:24][OH:25])[C@H:14]([OH:15])[C@@H:10]1[OH:9] |f:1.2|. Reported procedure: Compound 7 (0.85 g, 1.42 mmol) in NH3 /MeOH (100 ml) was stirred at room temperature overnight and worked up as in Example 1, Step C to give pure 8 (0.18 g, 52%) as white crystals: m.p. 210° C. The reactants are [OH-].[K+] (Potassium hydroxide), C(C1=CC=CC=C1)OC1=CC=C(CC(C(=O)OCC)(C(=O)OCC)CCCC2=CC=CC=C2)C=C1 (diethyl 2-(4-benzyloxybenzyl)-2-(3-phenylpropyl)malonate). Solvent: COCCO (2-methoxyethanol), O (water). Conditions: temperature 130 celsius, time 1.5 hour. Product: C(C1=CC=CC=C1)OC1=CC=C(CC(C(=O)OCC)CCCC2=CC=CC=C2)C=C1 (Ethyl 2-(4-benzyloxybenzyl)-5-phenylvalerate). Isolated yield 100.1%. As a reaction SMILES: [OH-].[K+].[CH2:3]([O:10][C:11]1[CH:37]=[CH:36][C:14]([CH2:15][C:16]([CH2:27][CH2:28][CH2:29][C:30]2[CH:35]=[CH:34][CH:33]=[CH:32][CH:31]=2)(C(OCC)=O)[C:17]([O:19][CH2:20][CH3:21])=[O:18])=[CH:13][CH:12]=1)[C:4]1[CH:9]=[CH:8][CH:7]=[CH:6][CH:5]=1>COCCO.O>[CH2:3]([O:10][C:11]1[CH:12]=[CH:13][C:14]([CH2:15][CH:16]([CH2:27][CH2:28][CH2:29][C:30]2[CH:35]=[CH:34][CH:33]=[CH:32][CH:31]=2)[C:17]([O:19][CH2:20][CH3:21])=[O:18])=[CH:36][CH:37]=1)[C:4]1[CH:5]=[CH:6][CH:7]=[CH:8][CH:9]=1 |f:0.1|. Procedure details: Potassium hydroxide (2.00 g) was added to a solution of diethyl 2-(4-benzyloxybenzyl)-2-(3-phenylpropyl)malonate (3.91 g) in a mixture of 2-methoxyethanol (30 ml) and water (3 ml). The mixture was stirred at 130° C. in an oil bath for 1.5 hours. At the end of this time the reaction mixture was partitioned between ethyl acetate and water and the mixture was acidified with aqueous hydrogen chloride solution (6N). The ethyl acetate layer was separated and washed with aqueous sodium chloride solutio... Reactants: CC#N, C#CCCCCCCCCCC, O=Cc1cc(Br)cc(C=O)c1O. As a reaction SMILES: [CH3:25][C:26]#[N:27].[CH:13]#[C:14][CH2:15][CH2:16][CH2:17][CH2:18][CH2:19][CH2:20][CH2:21][CH2:22][CH2:23][CH3:24].[CH:1](=[O:2])[c:3]1[c:4]([OH:12])[c:5]([CH:10]=[O:11])[cH:6][c:7]([Br:9])[cH:8]1>>[CH:1](=[O:2])[c:3]1[c:4]([OH:12])[c:5]([CH:10]=[O:11])[cH:6][c:7]([C:13]#[C:14][CH2:15][CH2:16][CH2:17][CH2:18][CH2:19][CH2:20][CH2:21][CH2:22][CH2:23][CH3:24])[cH:8]1. The product is CCCCCCCCCCC#Cc1cc(C=O)c(O)c(C=O)c1. Reactants: [Cl-].ClC1=C(C=CC2=CC=CC=C12)NCC[NH3+] (2-[(1-chloronaphthalen-2-yl)amino]ethanaminium chloride), CC1=CC=C(O1)C=O (5-methylfuran-2-carbaldehyde). Yields the product ClC1=C(C=CC2=CC=CC=C12)NCCNCC=1OC(=CC1)C (N-(1-chloronaphthalen-2-yl)-N′-[(5-methylfuran-2-yl)methyl]ethane-1,2-diamine). Isolated yield 57.0%. RXN SMILES: [Cl-].[Cl:2][C:3]1[C:12]2[C:7](=[CH:8][CH:9]=[CH:10][CH:11]=2)[CH:6]=[CH:5][C:4]=1[NH:13][CH2:14][CH2:15][NH3+:16].[CH3:17][C:18]1[O:22][C:21]([CH:23]=O)=[CH:20][CH:19]=1>>[Cl:2][C:3]1[C:12]2[C:7](=[CH:8][CH:9]=[CH:10][CH:11]=2)[CH:6]=[CH:5][C:4]=1[NH:13][CH2:14][CH2:15][NH:16][CH2:23][C:21]1[O:22][C:18]([CH3:17])=[CH:19][CH:20]=1 |f:0.1|. Procedure: Prepared from 2-[(1-chloronaphthalen-2-yl)amino]ethanaminium chloride and 5-methylfuran-2-carbaldehyde in 57% yield as a yellow oil. Starting materials: O=C([O-])O, CC(Nc1nc(Nc2cnccn2)cc(-c2nnn(COCc3ccccc3)n2)n1)c1ccc(F)cc1, CO, CCOC(C)=O, Cl, [Na+]. The product is CC(Nc1nc(Nc2cnccn2)cc(-c2nn[nH]n2)n1)c1ccc(F)cc1. RXN SMILES: [C:39](=[O:40])([OH:41])[O-:42].[CH2:1]([O:2][CH2:3][n:10]1[n:11][c:12](-[c:15]2[cH:16][c:17]([NH:31][c:32]3[n:33][cH:34][cH:35][n:36][cH:37]3)[n:18][c:19]([NH:21][CH:22]([CH3:23])[c:24]3[cH:25][cH:26][c:27]([F:30])[cH:28][cH:29]3)[n:20]2)[n:13][n:14]1)[c:4]1[cH:5][cH:6][cH:7][cH:8][cH:9]1.[CH3:44][OH:45].[CH3:46][CH2:47][O:48][C:49](=[O:50])[CH3:51].[ClH:38].[Na+:43]>>[n:10]1[n:11][c:12](-[c:15]2[cH:16][c:17]([NH:31][c:32]3[n:33][cH:34][cH:35][n:36][cH:37]3)[n:18][c:19]([NH:21][CH:22]([CH3:23])[c:24]3[cH:25][cH:26][c:27]([F:30])[cH:28][cH:29]3)[n:20]2)[n:13][nH:14]1. Starting materials: C(C)(C)(C)OC(=O)N1CCC(CC1)C=CC(C=1C=NC=CC1)=O (1-(t-Butoxycarbonyl)-4-(3-oxo-3-(3-pyridyl)prop-1-enyl)piperidine). The reagents and catalysts are [Pd] (Pd/C). Solvent: C(C)O (ethanol). Product: C(C)(C)(C)OC(=O)N1CCC(CC1)CCC(C=1C=NC=CC1)=O (1-(t-Butoxycarbonyl)-4-(3-oxo-3-(3-pyridyl)propyl)piperidine). Isolated yield 93.5%. Reaction SMILES: [C:1]([O:5][C:6]([N:8]1[CH2:13][CH2:12][CH:11]([CH:14]=[CH:15][C:16](=[O:23])[C:17]2[CH:18]=[N:19][CH:20]=[CH:21][CH:22]=2)[CH2:10][CH2:9]1)=[O:7])([CH3:4])([CH3:3])[CH3:2]>C(O)C.[Pd]>[C:1]([O:5][C:6]([N:8]1[CH2:9][CH2:10][CH:11]([CH2:14][CH2:15][C:16](=[O:23])[C:17]2[CH:18]=[N:19][CH:20]=[CH:21][CH:22]=2)[CH2:12][CH2:13]1)=[O:7])([CH3:4])([CH3:2])[CH3:3]. Procedure details: 1-(t-Butoxycarbonyl)-4-(3-oxo-3-(3-pyridyl)prop-1-enyl)piperidine (940 mg, 2.97 mmol, from Procedure 38, Step B) was hydrogenated using 5% Pd/C in 95% ethanol at atmospheric pressure. Purification by flash column chromatography on silica gel, eluting with 90:10 v/v to 50:50 v/v hexanes/ethyl acetate gave 884 mg of the title compound as a colorless syrup. For the title compound: Reactants: Cl, C1COCCO1, O=C1Nc2ccccc2Nc2ncccc21. The product is c1cnc2c(c1)CNc1ccccc1N2. RXN SMILES: [ClH:17].[O:18]1[CH2:19][CH2:20][O:21][CH2:22][CH2:23]1.[n:1]1[cH:2][cH:3][cH:4][c:5]2[c:6]1[NH:7][c:8]1[c:9]([cH:13][cH:14][cH:15][cH:16]1)[NH:10][C:11]2=[O:12]>>[n:1]1[cH:2][cH:3][cH:4][c:5]2[c:6]1[NH:7][c:8]1[c:9]([cH:13][cH:14][cH:15][cH:16]1)[NH:10][CH2:11]2.